From a dataset of the Open Reaction Database (ORD), a public repository of structured organic reaction records. describe an organic reaction: reactants, conditions, products, and yield Starting materials: CCOC(=O)C(Cc1cccc(OCC(O)COc2ccc(Cl)cc2Cl)c1)OC(C)C, CCO, Cl, [Na+], [OH-]. Product: CC(C)OC(Cc1cccc(OCC(O)COc2ccc(Cl)cc2Cl)c1)C(=O)O. RXN SMILES: [CH2:1]([CH3:2])[O:3][C:4]([CH:5]([CH2:6][c:7]1[cH:8][c:9]([O:13][CH2:14][CH:15]([CH2:16][O:17][c:18]2[c:19]([Cl:25])[cH:20][c:21]([Cl:24])[cH:22][cH:23]2)[OH:26])[cH:10][cH:11][cH:12]1)[O:27][CH:28]([CH3:29])[CH3:30])=[O:31].[CH3:35][CH2:36][OH:37].[ClH:34].[Na+:33].[OH-:32]>>[O:3]=[C:4]([CH:5]([CH2:6][c:7]1[cH:8][c:9]([O:13][CH2:14][CH:15]([CH2:16][O:17][c:18]2[c:19]([Cl:25])[cH:20][c:21]([Cl:24])[cH:22][cH:23]2)[OH:26])[cH:10][cH:11][cH:12]1)[O:27][CH:28]([CH3:29])[CH3:30])[OH:31]. Starting materials: BrC=1C=CC2=C(C=C(CCS2(=O)=O)C(=O)NC2=CC=C(C=C2)CN(C2CCOCC2)C)C1 (7-bromo-N-[4-[[N-methyl-N-(tetrahydropyran-4-yl)amino]methyl]phenyl]-1,1-dioxo-2,3-dihydro-1-benzothiepine-4-carboxamide), B(OC1=CC(=C(C=C1)OCCOCCC)Cl)([O-])[O-] (3-chloro-4-(2-propoxyethoxy)phenyl borate), C([O-])([O-])=O.[K+].[K+] (potassium carbonate). Reagents/catalysts: C=1C=CC(=CC1)[P](C=2C=CC=CC2)(C=3C=CC=CC3)[Pd]([P](C=4C=CC=CC4)(C=5C=CC=CC5)C=6C=CC=CC6)([P](C=7C=CC=CC7)(C=8C=CC=CC8)C=9C=CC=CC9)[P](C=1C=CC=CC1)(C=1C=CC=CC1)C=1C=CC=CC1 (tetrakistriphenylphosphinepalladium). Run in C1(=CC=CC=C1)C.C(C)O.O (toluene ethanol water). Reaction conditions: time 1 hour. Yields the product ClC=1C=C(C=CC1OCCOCCC)C=1C=CC2=C(C=C(CCS2(=O)=O)C(=O)NC2=CC=C(C=C2)CN(C2CCOCC2)C)C1 (7-[3-chloro-4-(2-propoxyethoxy)phenyl]-N-[4-[[N-methyl-N-(tetrahydropyran-4-yl)amino]methyl]phenyl]-1,1-dioxo-2,3-dihydro-1-benzothiepine-4-carboxamide). The yield is 67.6%. As a reaction SMILES: Br[C:2]1[CH:3]=[CH:4][C:5]2[S:11](=[O:13])(=[O:12])[CH2:10][CH2:9][C:8]([C:14]([NH:16][C:17]3[CH:22]=[CH:21][C:20]([CH2:23][N:24]([CH3:31])[CH:25]4[CH2:30][CH2:29][O:28][CH2:27][CH2:26]4)=[CH:19][CH:18]=3)=[O:15])=[CH:7][C:6]=2[CH:32]=1.B([O-])([O-])O[C:35]1[CH:40]=[CH:39][C:38]([O:41][CH2:42][CH2:43][O:44][CH2:45][CH2:46][CH3:47])=[C:37]([Cl:48])[CH:36]=1.C(=O)([O-])[O-].[K+].[K+]>C1(C)C=CC=CC=1.C(O)C.O.C1C=CC([P]([Pd]([P](C2C=CC=CC=2)(C2C=CC=CC=2)C2C=CC=CC=2)([P](C2C=CC=CC=2)(C2C=CC=CC=2)C2C=CC=CC=2)[P](C2C=CC=CC=2)(C2C=CC=CC=2)C2C=CC=CC=2)(C2C=CC=CC=2)C2C=CC=CC=2)=CC=1>[Cl:48][C:37]1[CH:36]=[C:35]([C:2]2[CH:3]=[CH:4][C:5]3[S:11](=[O:13])(=[O:12])[CH2:10][CH2:9][C:8]([C:14]([NH:16][C:17]4[CH:18]=[CH:19][C:20]([CH2:23][N:24]([CH3:31])[CH:25]5[CH2:30][CH2:29][O:28][CH2:27][CH2:26]5)=[CH:21][CH:22]=4)=[O:15])=[CH:7][C:6]=3[CH:32]=2)[CH:40]=[CH:39][C:38]=1[O:41][CH2:42][CH2:43][O:44][CH2:45][CH2:46][CH3:47] |f:2.3.4,5.6.7,^1:71,73,92,111|. Reported procedure: Under argon atmosphere, a mixture of 7-bromo-N-[4-[[N-methyl-N-(tetrahydropyran-4-yl)amino]methyl]phenyl]-1,1-dioxo-2,3-dihydro-1-benzothiepine-4-carboxamide (300 mg), 3-chloro-4-(2-propoxyethoxy)phenyl borate (164 mg) and potassium carbonate (160 mg) in toluene/ethanol/water (10/1/1 ml) was stirred at room temperature for 1 hour. To the mixture was added tetrakistriphenylphosphinepalladium (33 mg), and the mixture was refluxed for 6 hours, cooled, extracted with ethyl acetate, washed with satur... Starting materials: C=Cc1ccccc1, CCN1CCc2[nH]c3ccccc3c2C1, [H-], [Na+], CN(C)C=O. Product: CCN1CCc2c(c3ccccc3n2CCc2ccccc2)C1. Reaction SMILES: [CH2:16]=[CH:17][c:18]1[cH:19][cH:20][cH:21][cH:22][cH:23]1.[CH2:1]([CH3:2])[N:3]1[CH2:4][c:5]2[c:6]([nH:7][c:8]3[cH:9][cH:10][cH:11][cH:12][c:13]23)[CH2:14][CH2:15]1.[H-:25].[Na+:24].[O:26]=[CH:27][N:28]([CH3:29])[CH3:30]>>[CH2:1]([CH3:2])[N:3]1[CH2:4][c:5]2[c:6]([n:7]([CH2:16][CH2:17][c:18]3[cH:19][cH:20][cH:21][cH:22][cH:23]3)[c:8]3[cH:9][cH:10][cH:11][cH:12][c:13]23)[CH2:14][CH2:15]1. Starting materials: CCO, NC1CCCc2ccccc21, OC1Cc2cccc(OCC3CO3)c2CC1O. Yields the product OC(CNC1CCCc2ccccc21)COc1cccc2c1CC(O)C(O)C2. Reaction SMILES: [CH3:29][CH2:30][OH:31].[NH2:1][CH:2]1[CH2:3][CH2:4][CH2:5][c:6]2[cH:7][cH:8][cH:9][cH:10][c:11]21.[OH:12][CH:13]1[CH2:14][c:15]2[cH:16][cH:17][cH:18][c:19]([O:24][CH2:25][CH:26]3[CH2:27][O:28]3)[c:20]2[CH2:21][CH:22]1[OH:23]>>[NH:1]([CH:2]1[CH2:3][CH2:4][CH2:5][c:6]2[cH:7][cH:8][cH:9][cH:10][c:11]21)[CH2:27][CH:26]([CH2:25][O:24][c:19]1[cH:18][cH:17][cH:16][c:15]2[c:20]1[CH2:21][CH:22]([OH:23])[CH:13]([OH:12])[CH2:14]2)[OH:28]. The reactants are IC1=NNC2=CC=C(C=C12)[N+](=O)[O-] (3-iodo-5-nitro-1H-indazole), [Cu]C#N (copper (I) cyanide). The solvent is CCOC(=O)C (EtOAc), CN1CCCC1=O (NMP). Reaction conditions: temperature 160 celsius. Product: [N+](=O)([O-])C=1C=C2C(=NNC2=CC1)C#N (5-nitro-1H-indazole-3-carbonitrile). Isolated yield 20.3%. Reaction SMILES: I[C:2]1[C:10]2[C:5](=[CH:6][CH:7]=[C:8]([N+:11]([O-:13])=[O:12])[CH:9]=2)[NH:4][N:3]=1.[Cu][C:15]#[N:16]>CN1C(=O)CCC1.CCOC(C)=O>[N+:11]([C:8]1[CH:9]=[C:10]2[C:5](=[CH:6][CH:7]=1)[NH:4][N:3]=[C:2]2[C:15]#[N:16])([O-:13])=[O:12]. Procedure details: 3-iodo-5-nitro-1H-indazole (6.9 g, 23.87 mmol) was taken up in NMP (90 mL) and copper (I) cyanide (4.28 g, 47.7 mmol) was added. The reaction was heated at 160° C. for 1 h, and then cooled to room temperature. The reaction mixture was diluted with EtOAc and filtered through celite, rinsing with EtOAc. The filtrate was washed 2× with water and 2× with brine. The organic layer was dried over Na2SO4, filtered, and concentrated. The crude material was purified by flash column chromatography eluting ... The reactants are Fc1cc(F)cc(Br)c1, CCC[S-], [Na+], CN(C)C=O, O. Product: CCCSc1cc(F)cc(Br)c1. RXN SMILES: [Br:6][c:7]1[cH:8][c:9]([F:14])[cH:10][c:11]([F:13])[cH:12]1.[CH2:1]([CH2:2][CH3:3])[S-:4].[Na+:5].[O:16]=[CH:17][N:18]([CH3:19])[CH3:20].[OH2:15]>>[CH2:1]([CH2:2][CH3:3])[S:4][c:9]1[cH:8][c:7]([Br:6])[cH:12][c:11]([F:13])[cH:10]1.